This data is from the Open Reaction Database (ORD), a public repository of structured organic reaction records. The task is: describe an organic reaction: reactants, conditions, products, and yield Starting materials: N#Cc1cccc(CBr)c1, CCc1c(Oc2cc(C)cc(C)c2)[nH]c(=O)[nH]c1=O. Product: CCc1c(Oc2cc(C)cc(C)c2)n(Cc2cccc(C#N)c2)c(=O)[nH]c1=O. As a reaction SMILES: [C:20](#[N:21])[c:22]1[cH:23][c:24]([CH2:25][Br:26])[cH:27][cH:28][cH:29]1.[CH2:1]([CH3:2])[c:3]1[c:4](=[O:19])[nH:5][c:6](=[O:18])[nH:7][c:8]1[O:9][c:10]1[cH:11][c:12]([CH3:17])[cH:13][c:14]([CH3:16])[cH:15]1>>[CH2:1]([CH3:2])[c:3]1[c:4](=[O:19])[nH:5][c:6](=[O:18])[n:7]([CH2:25][c:24]2[cH:23][c:22]([C:20]#[N:21])[cH:29][cH:28][cH:27]2)[c:8]1[O:9][c:10]1[cH:11][c:12]([CH3:17])[cH:13][c:14]([CH3:16])[cH:15]1. Starting materials: NC1=C(C(=NN1C1=C(C=C(C=C1Cl)C(F)(F)F)Cl)C#N)C#CCO (5-amino-3-cyano-1-(2,6-dichloro-4-trifluoromethylphenyl)4-(3-hydroxyprop-1-ynyl)pyrazole), NC1=C(C(=NN1C1=C(C=C(C=C1Cl)C(F)(F)F)Cl)C#N)C#CCO (5-Amino-3-cyano-1-(2,6-dichloro-4-trifluoromethylphenyl)-4-(3-hydroxyprop-1-ynyl)pyrazole), CO (Methanol), [C-]#N.[K+] (potassium cyanide). Reagents/catalysts: [O-2].[O-2].[Mn+4] (manganese dioxide). The solvent is CCOCC (ether). Run at time 2 hour. Yields the product NC1=C(C(=NN1C1=C(C=C(C=C1Cl)C(F)(F)F)Cl)C#N)C#CC(=O)OC (5-Amino-3-cyano-1-(2,6-dichloro-4-trifluoromethylphenyl)-4-methoxycarbonylethynylpyrazole). RXN SMILES: [NH2:1][C:2]1[N:6]([C:7]2[C:12]([Cl:13])=[CH:11][C:10]([C:14]([F:17])([F:16])[F:15])=[CH:9][C:8]=2[Cl:18])[N:5]=[C:4]([C:19]#[N:20])[C:3]=1[C:21]#[C:22][CH2:23][OH:24].[CH3:25][OH:26].[C-]#N.[K+]>CCOCC.[O-2].[O-2].[Mn+4]>[NH2:1][C:2]1[N:6]([C:7]2[C:12]([Cl:13])=[CH:11][C:10]([C:14]([F:16])([F:15])[F:17])=[CH:9][C:8]=2[Cl:18])[N:5]=[C:4]([C:19]#[N:20])[C:3]=1[C:21]#[C:22][C:23]([O:26][CH3:25])=[O:24] |f:2.3,5.6.7|. Procedure details: To a stirred solution of 5-amino-3-cyano-1-(2,6-dichloro-4-trifluoromethylphenyl)4-(3-hydroxyprop-1-ynyl)pyrazole (250 mg, the compound of Example A6) in ether (10 ml) was added manganese dioxide (1 g) and the mixture stirred at room temperature for two hours. Methanol (2 ml) and potassium cyanide (250 mg) were then added and stirring continued for 15 minutes. The reaction mixture was filtered and evaporated to dryness. The residue was purified by chromatography on silica gel eluted with dichlor... The reactants are CI, CN(C)C=O, [Cl-], [H-], [Na+], [Na+], O=C1C2CC3CC1CC(O)(C3)C2. The product is COC12CC3CC(C1)C(=O)C(C3)C2. Reaction SMILES: [CH3:15][I:16].[CH3:19][N:20]([CH3:21])[CH:22]=[O:23].[Cl-:18].[H-:1].[Na+:17].[Na+:2].[OH:3][C:4]12[CH2:5][CH:6]3[C:7](=[O:14])[CH:8]([CH2:9][CH:10]([CH2:11]1)[CH2:12]3)[CH2:13]2>>[O:3]([C:4]12[CH2:5][CH:6]3[C:7](=[O:14])[CH:8]([CH2:9][CH:10]([CH2:11]1)[CH2:12]3)[CH2:13]2)[CH3:15]. The reactants are C=1C(=C(C=C(C1F)F)F)C[C@H](CC(=O)N2CCN3C(=NN=C3C(F)(F)F)C2)N (Sitagliptin), C1=CC(=CC=C1/C=C/C(=O)O)O (coumaric acid), C(C)(C)OC(C)C (Isopropyl ether). Solvent: CO (methanol). Conditions: time 14 hour. Yields the product C=1C(=C(C=C(C1F)F)F)C[C@H](CC(=O)N2CCN3C(=NN=C3C(F)(F)F)C2)N.C(\C=C\C1=CC=C(C=C1)O)(=O)[O-] (Sitagliptin Coumarate). RXN SMILES: [CH:1]1[C:2]([CH2:10][C@@H:11]([NH2:28])[CH2:12][C:13]([N:15]2[CH2:27][C:19]3=[N:20][N:21]=[C:22]([C:23]([F:26])([F:25])[F:24])[N:18]3[CH2:17][CH2:16]2)=[O:14])=[C:3]([F:9])[CH:4]=[C:5]([F:8])[C:6]=1[F:7].[CH:29]1[C:34](/[CH:35]=[CH:36]/[C:37]([OH:39])=[O:38])=[CH:33][CH:32]=[C:31]([OH:40])[CH:30]=1.C(OC(C)C)(C)C>CO>[CH:1]1[C:2]([CH2:10][C@@H:11]([NH2:28])[CH2:12][C:13]([N:15]2[CH2:27][C:19]3=[N:20][N:21]=[C:22]([C:23]([F:26])([F:25])[F:24])[N:18]3[CH2:17][CH2:16]2)=[O:14])=[C:3]([F:9])[CH:4]=[C:5]([F:8])[C:6]=1[F:7].[C:37]([O-:39])(=[O:38])/[CH:36]=[CH:35]/[C:34]1[CH:33]=[CH:32][C:31]([OH:40])=[CH:30][CH:29]=1 |f:4.5|. Reported procedure: Sitagliptin free base (2.0 gms) and coumaric acid (0.80 gms) were dissolved in methanol (12 ml) at 60° C. to 65° C. and the solution was cooled to room temperature. Isopropyl ether (240 ml) was added to the resultant clear solution and stirred for 14 hours. Precipitated solids were filtered and dried at 50° C. to 55° C. for 6 hours to obtain the title compound. The reactants are N([C@@H](C)C(=O)N[C@@H](C(C)C)C(=O)N[C@@H](CC(OC(C)(C)C)=O)C(=O)N[C@@H]([C@H](OC(C)(C)C)C)C(=O)N[C@@H](COC(C)(C)C)C(=O)N[C@@H](COC(C)(C)C)C(=O)N[C@@H](CCC(OC(C)(C)C)=O)C(=O)OC1=CC=CC=C1)C(=O)OCC1=CC=CC=C1 (Z-Ala-Val-Asp(OtBu)-Thr(tBu)-Ser(tBu)-Ser(tBu)-Glu(OtBu)-OC6H5). Reagents/catalysts: [Pd].[O-]S(=O)(=O)[O-].[Ba+2] (Pd BaSO4). Run in CN(C)C=O (DMF). Product: N[C@@H](C)C(=O)N[C@@H](C(C)C)C(=O)N[C@@H](CC(OC(C)(C)C)=O)C(=O)N[C@@H]([C@H](OC(C)(C)C)C)C(=O)N[C@@H](COC(C)(C)C)C(=O)N[C@@H](COC(C)(C)C)C(=O)N[C@@H](CCC(OC(C)(C)C)=O)C(=O)OC1=CC=CC=C1 (H-Ala-Val-Asp(OtBu)-Thr(tBu)-Ser(tBu)-Ser(tBu)-Glu(OtBu)-OC6H5). Reaction SMILES: [NH:1](C(OCC1C=CC=CC=1)=O)[C@H:2]([C:4]([NH:6][C@H:7]([C:11]([NH:13][C@H:14]([C:23]([NH:25][C@H:26]([C:34]([NH:36][C@H:37]([C:44]([NH:46][C@H:47]([C:54]([NH:56][C@H:57]([C:67]([O:69][C:70]1[CH:75]=[CH:74][CH:73]=[CH:72][CH:71]=1)=[O:68])[CH2:58][CH2:59][C:60](=[O:66])[O:61][C:62]([CH3:65])([CH3:64])[CH3:63])=[O:55])[CH2:48][O:49][C:50]([CH3:53])([CH3:52])[CH3:51])=[O:45])[CH2:38][O:39][C:40]([CH3:43])([CH3:42])[CH3:41])=[O:35])[C@@H:27]([CH3:33])[O:28][C:29]([CH3:32])([CH3:31])[CH3:30])=[O:24])[CH2:15][C:16](=[O:22])[O:17][C:18]([CH3:21])([CH3:20])[CH3:19])=[O:12])[CH:8]([CH3:10])[CH3:9])=[O:5])[CH3:3]>CN(C=O)C.[Pd].[O-]S([O-])(=O)=O.[Ba+2]>[NH2:1][C@H:2]([C:4]([NH:6][C@H:7]([C:11]([NH:13][C@H:14]([C:23]([NH:25][C@H:26]([C:34]([NH:36][C@H:37]([C:44]([NH:46][C@H:47]([C:54]([NH:56][C@H:57]([C:67]([O:69][C:70]1[CH:71]=[CH:72][CH:73]=[CH:74][CH:75]=1)=[O:68])[CH2:58][CH2:59][C:60](=[O:66])[O:61][C:62]([CH3:65])([CH3:64])[CH3:63])=[O:55])[CH2:48][O:49][C:50]([CH3:51])([CH3:52])[CH3:53])=[O:45])[CH2:38][O:39][C:40]([CH3:41])([CH3:42])[CH3:43])=[O:35])[C@@H:27]([CH3:33])[O:28][C:29]([CH3:31])([CH3:32])[CH3:30])=[O:24])[CH2:15][C:16](=[O:22])[O:17][C:18]([CH3:19])([CH3:20])[CH3:21])=[O:12])[CH:8]([CH3:9])[CH3:10])=[O:5])[CH3:3] |f:2.3.4|. Procedure details: A solution of Z-Ala-Val-Asp(OtBu)-Thr(tBu)-Ser(tBu)-Ser(tBu)-Glu(OtBu)-OC6H5 (20.16 g; 16.8 mmol) in DMF (400 mL) was hydrogenated with 5% Pd-BaSO4 (10 g) for 2 h in a Vibromixer apparatus. The reaction mixture was filtered through celite which was washed with additional DMF (228 mL). The combined filtrate was used directly in the next stage of synthesis. A portion of the material was precipitated by addition of H2O, filtered and dried in vacuo; mp >275°; [α]D25 -9.28° (c 1, TFE); Rf 0.77 (n-BuO...